describe an organic reaction: reactants, conditions, products, and yield From a dataset of the Open Reaction Database (ORD), a public repository of structured organic reaction records. Reactants: C1(CCCCC1)C1C(CCCC1)=O (2-Cyclohexylcyclohexanone), C(C)(C)(C)OC(N(C)C)N(C)C (tert.-butoxy-bis-(dimethylamino)-methane). The product is CN(\C=C/1\C(C(CCC1)C1CCCCC1)=O)C (3-[1-Dimethylamino-meth-(E)-ylidene]-bicyclohexyl-2-one). RXN SMILES: [CH:1]1([CH:7]2[CH2:12][CH2:11][CH2:10][CH2:9][C:8]2=[O:13])[CH2:6][CH2:5][CH2:4][CH2:3][CH2:2]1.C(O[CH:19](N(C)C)[N:20]([CH3:22])[CH3:21])(C)(C)C>>[CH3:19][N:20]([CH3:22])/[CH:21]=[C:9]1/[C:8](=[O:13])[CH:7]([CH:1]2[CH2:2][CH2:3][CH2:4][CH2:5][CH2:6]2)[CH2:12][CH2:11][CH2:10]/1. Procedure details: 2-Cyclohexylcyclohexanone (99 mg, 0.55 mmol) was reacted with tert.-butoxy-bis-(dimethylamino)-methane using in analogous manner the procedure described in example 45a) to give crude title compound (116 mg) as a brown solid which was used directly in the next step. MS ISP (m/e): 236.2 (100) [(M+H)+].